From a dataset of the Open Reaction Database (ORD), a public repository of structured organic reaction records. describe an organic reaction: reactants, conditions, products, and yield The reactants are C1=CC=CC2=NC3=CC=CC=C3C(=C12)C(=O)OC1=CC=C(C=C1)O[Si](C)(C)C(C)(C)C (4-(tert-butyldimethylsilyloxy)phenyl acridin-9-carboxylate), FC(S(=O)(=O)OC)(F)F (methyl trifluoromethanesulfonate). Run in ClCCl (dichloromethane). Reaction conditions: time 40 hour. Yields the product FC(S(=O)(=O)[O-])(F)F.C[N+]1=C2C=CC=CC2=C(C2=CC=CC=C12)C(=O)OC1=CC=C(C=C1)O[Si](C)(C)C(C)(C)C (4-(tert-butyldimethylsilyloxy)phenyl 10-methylacridinium-9-carboxylate trifluoromethanesulfonate). As a reaction SMILES: [CH:1]1[C:14]2[C:5](=[N:6][C:7]3[C:12]([C:13]=2[C:15]([O:17][C:18]2[CH:23]=[CH:22][C:21]([O:24][Si:25]([C:28]([CH3:31])([CH3:30])[CH3:29])([CH3:27])[CH3:26])=[CH:20][CH:19]=2)=[O:16])=[CH:11][CH:10]=[CH:9][CH:8]=3)[CH:4]=[CH:3][CH:2]=1.[F:32][C:33]([F:40])([F:39])[S:34]([O:37]C)(=[O:36])=[O:35]>ClCCl>[F:32][C:33]([F:40])([F:39])[S:34]([O-:37])(=[O:36])=[O:35].[CH3:33][N+:6]1[C:7]2[C:12](=[CH:11][CH:10]=[CH:9][CH:8]=2)[C:13]([C:15]([O:17][C:18]2[CH:19]=[CH:20][C:21]([O:24][Si:25]([C:28]([CH3:31])([CH3:30])[CH3:29])([CH3:26])[CH3:27])=[CH:22][CH:23]=2)=[O:16])=[C:14]2[C:5]=1[CH:4]=[CH:3][CH:2]=[CH:1]2 |f:3.4|. Procedure details: Into a 50 mL round bottom flask equipped with magnetic stirrer under argon atmosphere charged a solution of 1.6 parts of 4-(tert-butyldimethylsilyloxy)phenyl acridin-9-carboxylate in 25 mL of dichloromethane. 3.2 Parts of methyl trifluoromethanesulfonate was added to the solution and stirred for 40 hrs at room temperature. Bright yellow solid was collected by filtration, washed with 2×1 mL of dichloromethane and air dried for 4 hr to yield 1.44 parts of 4-(tert-butyldimethylsilyloxy)phenyl 10-me...